From a dataset of the Open Reaction Database (ORD), a public repository of structured organic reaction records. describe an organic reaction: reactants, conditions, products, and yield Reactants: CNC(=O)c1cc(Cl)sc1Cl, O=[N+]([O-])O, O=S(=O)(O)O. The product is CNC(=O)c1c(Cl)sc(Cl)c1[N+](=O)[O-]. As a reaction SMILES: [CH3:1][NH:2][C:3](=[O:4])[c:5]1[c:6]([Cl:11])[s:7][c:8]([Cl:10])[cH:9]1.[OH:12][N+:13]([O-:14])=[O:15].[S:16](=[O:17])(=[O:18])([OH:19])[OH:20]>>[CH3:1][NH:2][C:3](=[O:4])[c:5]1[c:6]([Cl:11])[s:7][c:8]([Cl:10])[c:9]1[N+:13](=[O:12])[O-:14]. Reactants: C([C@@H]1[C@@H]2[C@@H]([C@H]([C@H](O1)O[C@@H]3[C@H](O[C@@H]([C@@H]([C@H]3O)O)O[C@@H]4[C@H](O[C@@H]([C@@H]([C@H]4O)O)O[C@@H]5[C@H](O[C@@H]([C@@H]([C@H]5O)O)O[C@@H]6[C@H](O[C@@H]([C@@H]([C@H]6O)O)O[C@@H]7[C@H](O[C@@H]([C@@H]([C@H]7O)O)O[C@@H]8[C@H](O[C@H](O2)[C@@H]([C@H]8O)O)CO)CO)CO)CO)CO)CO)O)O)O (β-cyclodextrin), CCCCOCCOCCOCC=1C=C2C(=CC1CCC)OCO2 (piperonyl butoxide). Run in C(C)O (ethanol), C(C)O (ethanol). Yields the product C([C@@H]1[C@@H]2[C@@H]([C@H]([C@H](O1)O[C@@H]3[C@H](O[C@@H]([C@@H]([C@H]3O)O)O[C@@H]4[C@H](O[C@@H]([C@@H]([C@H]4O)O)O[C@@H]5[C@H](O[C@@H]([C@@H]([C@H]5O)O)O[C@@H]6[C@H](O[C@@H]([C@@H]([C@H]6O)O)O[C@@H]7[C@H](O[C@@H]([C@@H]([C@H]7O)O)O[C@@H]8[C@H](O[C@H](O2)[C@@H]([C@H]8O)O)CO)CO)CO)CO)CO)CO)O)O)O.CCCCOCCOCCOCC=1C=C2C(=CC1CCC)OCO2 (β-cyclodextrin piperonyl butoxide). RXN SMILES: [CH2:1]([OH:77])[C@H:2]1[O:7][C@@H:6]2[O:8][C@H:9]3[C@H:14]([OH:15])[C@@H:13]([OH:16])[C@@H:12]([O:17][C@H:18]4[C@H:23]([OH:24])[C@@H:22]([OH:25])[C@@H:21]([O:26][C@H:27]5[C@H:32]([OH:33])[C@@H:31]([OH:34])[C@@H:30]([O:35][C@H:36]6[C@H:41]([OH:42])[C@@H:40]([OH:43])[C@@H:39]([O:44][C@H:45]7[C@H:50]([OH:51])[C@@H:49]([OH:52])[C@@H:48]([O:53][C@H:54]8[C@H:60]([OH:61])[C@@H:59]([OH:62])[C@@H:57]([O:58][C@H:3]1[C@H:4]([OH:76])[C@H:5]2[OH:75])[O:56][C@@H:55]8[CH2:63][OH:64])[O:47][C@@H:46]7[CH2:65][OH:66])[O:38][C@@H:37]6[CH2:67][OH:68])[O:29][C@@H:28]5[CH2:69][OH:70])[O:20][C@@H:19]4[CH2:71][OH:72])[O:11][C@@H:10]3[CH2:73][OH:74].[CH3:78][CH2:79][CH2:80][CH2:81][O:82][CH2:83][CH2:84][O:85][CH2:86][CH2:87][O:88][CH2:89][C:90]1[CH:91]=[C:92]2[O:101][CH2:100][O:99][C:93]2=[CH:94][C:95]=1[CH2:96][CH2:97][CH3:98]>C(O)C>[CH2:67]([OH:68])[C@H:37]1[O:38][C@@H:39]2[O:44][C@H:45]3[C@H:50]([OH:51])[C@@H:49]([OH:52])[C@@H:48]([O:53][C@H:54]4[C@H:60]([OH:61])[C@@H:59]([OH:62])[C@@H:57]([O:58][C@H:3]5[C@H:4]([OH:76])[C@@H:5]([OH:75])[C@@H:6]([O:8][C@H:9]6[C@H:14]([OH:15])[C@@H:13]([OH:16])[C@@H:12]([O:17][C@H:18]7[C@H:23]([OH:24])[C@@H:22]([OH:25])[C@@H:21]([O:26][C@H:27]8[C@H:32]([OH:33])[C@@H:31]([OH:34])[C@@H:30]([O:35][C@H:36]1[C@H:41]([OH:42])[C@H:40]2[OH:43])[O:29][C@@H:28]8[CH2:69][OH:70])[O:20][C@@H:19]7[CH2:71][OH:72])[O:11][C@@H:10]6[CH2:73][OH:74])[O:7][C@@H:2]5[CH2:1][OH:77])[O:56][C@@H:55]4[CH2:63][OH:64])[O:47][C@@H:46]3[CH2:65][OH:66].[CH3:78][CH2:79][CH2:80][CH2:81][O:82][CH2:83][CH2:84][O:85][CH2:86][CH2:87][O:88][CH2:89][C:90]1[CH:91]=[C:92]2[O:101][CH2:100][O:99][C:93]2=[CH:94][C:95]=1[CH2:96][CH2:97][CH3:98] |f:3.4|. Reported procedure: 10 g (8.81 millimoles) of β-cyclodextrin are dissolved in 48% by Vol. ethanol at 60°-70° C. To this solution a solution of 4 ml (4.22 g, 12.48 millimoles) of piperonyl butoxide in 48% ethanol (1:1 Vol.ratio) is slowly added under stirring. The reaction mixture is worked up as described in Example 1. Starting materials: CC(=O)O[BH-](OC(C)=O)OC(C)=O, O=C([O-])O, C=O, ClCCl, Cc1cc2c(s1)Nc1ccccc1N=C2N1CCNC(CCc2cccc3ccccc23)C1, [Na+], [Na+]. Yields the product Cc1cc2c(s1)Nc1ccccc1N=C2N1CCN(C)C(CCc2cccc3ccccc23)C1. RXN SMILES: [C:36]([O:37][BH-:38]([O:39][C:40](=[O:41])[CH3:42])[O:43][C:44](=[O:45])[CH3:46])(=[O:47])[CH3:48].[C:53](=[O:54])([OH:55])[O-:56].[CH2:1]=[O:2].[CH2:50]([Cl:51])[Cl:52].[CH3:3][c:4]1[cH:5][c:6]2[c:12]([s:13]1)[NH:11][c:10]1[c:9]([cH:17][cH:16][cH:15][cH:14]1)[N:8]=[C:7]2[N:18]1[CH2:19][CH:20]([CH2:24][CH2:25][c:26]2[cH:27][cH:28][cH:29][c:30]3[cH:31][cH:32][cH:33][cH:34][c:35]23)[NH:21][CH2:22][CH2:23]1.[Na+:49].[Na+:57]>>[CH3:3][c:4]1[cH:5][c:6]2[c:12]([s:13]1)[NH:11][c:10]1[c:9]([cH:17][cH:16][cH:15][cH:14]1)[N:8]=[C:7]2[N:18]1[CH2:19][CH:20]([CH2:24][CH2:25][c:26]2[cH:27][cH:28][cH:29][c:30]3[cH:31][cH:32][cH:33][cH:34][c:35]23)[N:21]([CH3:36])[CH2:22][CH2:23]1. Starting materials: C(C1=CC=CC=C1)OC(=O)C1C(CCCC1)(C(=O)O)N (2-Benzyloxycarbonyl-amino-cyclohexane carboxylic acid), Cl.NC(C#N)C1CC1 (2-Amino-2-cyclopropyl-acetonitrile hydrochloride), ON1N=NC2=C1C=CC=C2 (1-hydroxybenzotriazole), CN1CCOCC1 (N-methylmorpholine), 1-ethyl-3-(3-dimethylamino)propyl carbodiimide hydrochloride. The solvent is CN(C)C=O (DMF). Product: C(C1=CC=CC=C1)OC(NC1C(CCCC1)C(NC(C1CC1)C#N)=O)=O ({2-[(1-Cyano-1-cyclopropyl-methyl)-carbamoyl]-cyclohexyl}-carbamic Acid Benzyl Ester). RXN SMILES: [CH2:1]([O:8][C:9](C1CCCCC1(N)C(O)=O)=[O:10])[C:2]1[CH:7]=[CH:6][CH:5]=[CH:4][CH:3]=1.Cl.[NH2:22][CH:23]([CH:26]1[CH2:28][CH2:27]1)[C:24]#[N:25].O[N:30]1[C:34]2[CH:35]=[CH:36][CH:37]=[CH:38][C:33]=2N=N1.CN1CC[O:43][CH2:42]C1>CN(C=O)C>[CH2:1]([O:8][C:9](=[O:10])[NH:30][CH:34]1[CH2:35][CH2:36][CH2:37][CH2:38][CH:33]1[C:42](=[O:43])[NH:22][CH:23]([C:24]#[N:25])[CH:26]1[CH2:28][CH2:27]1)[C:2]1[CH:3]=[CH:4][CH:5]=[CH:6][CH:7]=1 |f:1.2|. Procedure details: A solution of 2-Benzyloxycarbonyl-amino-cyclohexane carboxylic acid (1.46 g, 5.26 mmol), 2-Amino-2-cyclopropyl-acetonitrile hydrochloride (0.70 g, 5.27 mmol ), 1-hydroxybenzotriazole (0.89 g, 5.82 mmol) and N-methylmorpholine (1.07 g, 10.58 mmol) in DMF is cooled to 0° C. and treated with 1-ethyl-3-(3-dimethylamino)propyl carbodiimide hydrochloride (2.02 g, 10.54 mmol). The reaction mixture is allowed to warm to room temperature overnight and concentrated. The residue is dissolved in CH2Cl2, was... The reactants are CCOC(=O)N=C1[SH]=C(C)CN1c1cccc(C(F)(F)F)c1, C[O-], CO, [Na+]. The product is COC(=O)N=C1[SH]=C(C)CN1c1cccc(C(F)(F)F)c1. Reaction SMILES: [CH2:1]([CH3:2])[O:3][C:4](=[O:5])[N:6]=[C:7]1[SH:8]=[C:9]([CH3:22])[CH2:10][N:11]1[c:12]1[cH:13][c:14]([C:18]([F:19])([F:20])[F:21])[cH:15][cH:16][cH:17]1.[CH3:23][O-:24].[CH3:26][OH:27].[Na+:25]>>[CH3:1][O:3][C:4](=[O:5])[N:6]=[C:7]1[SH:8]=[C:9]([CH3:22])[CH2:10][N:11]1[c:12]1[cH:13][c:14]([C:18]([F:19])([F:20])[F:21])[cH:15][cH:16][cH:17]1. Run at temperature -40 celsius. As a reaction SMILES: Cl.[F:2][C:3]1[C:12]2[O:11][CH2:10][C@H:9]([N:13]([CH:17]([CH3:19])[CH3:18])[CH2:14][CH2:15][CH3:16])[CH2:8][C:7]=2[C:6]([O:20]C)=[CH:5][CH:4]=1.B(Br)(Br)Br.C(Cl)(Cl)Cl>C(Cl)Cl>[F:2][C:3]1[C:12]2[O:11][CH2:10][C@H:9]([N:13]([CH:17]([CH3:19])[CH3:18])[CH2:14][CH2:15][CH3:16])[CH2:8][C:7]=2[C:6]([OH:20])=[CH:5][CH:4]=1 |f:0.1|. Yield: 97.0%. Procedure details: (R)-8-Fluoro-3-(N-isopropyl-N-propylamino)-5-methoxy-3,4-dihydro-2H-1-benzopyran hydrochloride (1.03 g, 3.24 mmol) was dissolved in anhydrous CH2Cl2 (30 mL) and cooled to -40° C. To the solution was BBr3 (0.77 mL, 8.1 mmol), dissolved in anhydrous CH2Cl2 (5 mL), added dropwise. The cooling-bath was removed and after 3 h at room temperature the reaction was complete. The reaction was poured out onto an ice/2M NH3 solution and the mixture was extracted, twice, with diethyl ether. The combined ethe... Reactants: Cl.FC1=CC=C(C=2C[C@H](COC21)N(CCC)C(C)C)OC ((R)-8-Fluoro-3-(N-isopropyl-N-propylamino)-5-methoxy-3,4-dihydro-2H-1-benzopyran hydrochloride), B(Br)(Br)Br (BBr3), C(Cl)(Cl)Cl (CHCl3), 267. Product: FC1=CC=C(C=2C[C@H](COC21)N(CCC)C(C)C)O ((R)-8-Fluoro-3-(N-isopropyl-N-propylamino)-5-hydroxy-3,4-dihydro-2H -1-benzopyran). Run in C(Cl)Cl (CH2Cl2), C(Cl)Cl (CH2Cl2). RXN SMILES: [Cl:1][c:2]1[c:3]([C:4](=[O:5])[c:6]2[cH:7][cH:8][c:9]([F:12])[cH:10][cH:11]2)[cH:13][cH:14][c:15]([O:18][CH3:19])[c:16]1[Cl:17].[ClH:20].[OH2:27].[n:21]1[cH:22][cH:23][cH:24][cH:25][cH:26]1>>[Cl:1][c:2]1[c:3]([C:4](=[O:5])[c:6]2[cH:7][cH:8][c:9]([F:12])[cH:10][cH:11]2)[cH:13][cH:14][c:15]([OH:18])[c:16]1[Cl:17]. Reactants: COc1ccc(C(=O)c2ccc(F)cc2)c(Cl)c1Cl, Cl, O, c1ccncc1. Yields the product O=C(c1ccc(F)cc1)c1ccc(O)c(Cl)c1Cl.